Dataset: the Open Reaction Database (ORD), a public repository of structured organic reaction records. Task: describe an organic reaction: reactants, conditions, products, and yield Starting materials: [N+](=O)([O-])C1=CC=C(COC(=O)NC2=CC3=C(SC4=C3C=CC=C4)C=C2)C=C1 (2-(4-Nitrobenzoxycarbonylamino)dibenzothiophene), CNCCC1=CC=NC=C1 (4-[2-(methylamino)ethyl]pyridine). Run in CCOC(=O)C (EtOAc), CCOC(=O)C (EtOAc). Run at time 16 hour. Product: N1=CC=C(C=C1)CCN(C(NC1=CC2=C(SC3=C2C=CC=C3)C=C1)=O)C (2-(N′-Pyrid-4-ylethyl-N′-methylureido)dibenzothiophene). RXN SMILES: [N+](C1C=CC(CO[C:10]([NH:12][C:13]2[CH:25]=[CH:24][C:16]3[S:17][C:18]4[CH:23]=[CH:22][CH:21]=[CH:20][C:19]=4[C:15]=3[CH:14]=2)=[O:11])=CC=1)([O-])=O.[CH3:28][NH:29][CH2:30][CH2:31][C:32]1[CH:37]=[CH:36][N:35]=[CH:34][CH:33]=1>CCOC(C)=O>[N:35]1[CH:36]=[CH:37][C:32]([CH2:31][CH2:30][N:29]([CH3:28])[C:10](=[O:11])[NH:12][C:13]2[CH:25]=[CH:24][C:16]3[S:17][C:18]4[CH:23]=[CH:22][CH:21]=[CH:20][C:19]=4[C:15]=3[CH:14]=2)=[CH:33][CH:34]=1. Procedure details: 2-(4-Nitrobenzoxycarbonylamino)dibenzothiophene (Example 1; 501 mg, 1.35 mmol) was suspended in EtOAc (10 ml) and 4-[2-(methylamino)ethyl]pyridine (408 mg, 3.0 mmol) added in one portion. The resulting mixture was stirred at ambient temperature for 16 hours then further EtOAc (50 ml) added. The solution was washed with 1 M sodium hydroxide (3×25 ml), water (2×25 ml) and brine (25 ml), dried and evaporated in vacuo. NMR 8.44 (m, 3H), 8.34 (d, 1H), 8.13 (m, 1H), 7.96 (m, 1H), 7.82 (d, 1H), 7.55 (d...